This data is from the Open Reaction Database (ORD), a public repository of structured organic reaction records. The task is: describe an organic reaction: reactants, conditions, products, and yield Isolated yield 48.5%. Solvent: C(Cl)Cl (methylene chloride), C(Cl)Cl (methylene chloride). Procedure: A solution of 2-chloro-3-cyanopyridine (VII; 2.0 g, 0.01 mole) in methylene chloride was treated dropwise with a 1M solution of DABAL-H in methylene chloride (0.03 mole, 33 mL) at -78°. The solution turned from a colorless to a bright yellow-orange color during the addition, and the stirring was continued for 3 hr at -78°. The mixture was treated with 3N HCl (75 mL) which rapidly warmed the reaction to -10°. The rate of addition was regulated so as to maintain the reaction temperature below 0°. ... Starting materials: ClC1=NC=CC=C1C#N (2-chloro-3-cyanopyridine), solution, [OH-].[Na+] (sodium hydroxide), Cl (HCl). Run at time 3 hour. As a reaction SMILES: [Cl:1][C:2]1[C:7]([C:8]#N)=[CH:6][CH:5]=[CH:4][N:3]=1.Cl.[OH-].[Na+]>C(Cl)Cl>[Cl:1][C:2]1[C:7]([C:8]2[CH:2]=[CH:7][CH:6]=[CH:5][CH:4]=2)=[CH:6][CH:5]=[CH:4][N:3]=1 |f:2.3|. The product is ClC1=NC=CC=C1C1=CC=CC=C1 (2-chloro-3-phenylpyridine). The reactants are [H-].C(C(C)C)[Al+]CC(C)C (diisobutylaluminum hydride), CC1(C=2C=CC(=CC2C(CC1)(C)C)/C(=C/C(=O)OCC)/C)C (ethyl (E)-3-(5,5,8,8,-tetramethyl-5,6,7,8-tetrahydronaphthalen-2-yl)crotonate). Run in C1(=CC=CC=C1)C (toluene), C1CCOC1 (THF). Run at temperature 0 celsius, time 15 minute. The product is CC1(C=2C=CC(=CC2C(CC1)(C)C)/C(=C/CO)/C)C ((E)-3-(5,5,8,8-tetramethyl-5.6,7,8-tetrahydro-2-naphthalenyl)-2-buten-1-ol). The yield is 79.9%. RXN SMILES: [H-].C([Al+]CC(C)C)C(C)C.[CH3:11][C:12]1([CH3:32])[CH2:21][CH2:20][C:19]([CH3:23])([CH3:22])[C:18]2[CH:17]=[C:16](/[C:24](/[CH3:31])=[CH:25]/[C:26](OCC)=[O:27])[CH:15]=[CH:14][C:13]1=2>C1(C)C=CC=CC=1.C1COCC1>[CH3:11][C:12]1([CH3:32])[CH2:21][CH2:20][C:19]([CH3:22])([CH3:23])[C:18]2[CH:17]=[C:16](/[C:24](/[CH3:31])=[CH:25]/[CH2:26][OH:27])[CH:15]=[CH:14][C:13]1=2 |f:0.1|. Procedure: A solution of diisobutylaluminum hydride in toluene (1.5M, 50 ml) was added dropwise to a solution of ethyl (E)-3-(5,5,8,8,-tetramethyl-5,6,7,8-tetrahydronaphthalen-2-yl)crotonate (6.30 g) in THF (100 ml) at −78° C. and the mixture was stirred at −78 0° C. for 15 minutes. The mixture was washed with 1N HCl and brine, dried and concentrated. The residue was chromatographed on silica gel (hexane-ethyl acetate=10:1) to give the titled compound (4.33 g) as a colorless oil. Reactants: FC1=CC=C(C=C1)[C@@H](CO)C ((S)-2-(4-fluorophenyl)propan-1-ol), C1(C=2C(C(N1)=O)=CC=CC2)=O (phthalimide), C1(=CC=CC=C1)P(C1=CC=CC=C1)C1=CC=CC=C1 (triphenyl phosphine). The solvent is C1CCOC1 (THF). Conditions: time 72 hour. The product is FC1=CC=C(C=C1)[C@@H](CN1C(C2=CC=CC=C2C1=O)=O)C ((S)-2-(2-(4-Fluorophenyl)propyl)isoindoline-1,3-dione). Yield: 59.4%. RXN SMILES: [F:1][C:2]1[CH:7]=[CH:6][C:5]([C@H:8]([CH3:11])[CH2:9]O)=[CH:4][CH:3]=1.[C:12]1(=[O:22])[NH:16][C:15](=[O:17])[C:14]2=[CH:18][CH:19]=[CH:20][CH:21]=[C:13]12.C1(P(C2C=CC=CC=2)C2C=CC=CC=2)C=CC=CC=1>C1COCC1>[F:1][C:2]1[CH:7]=[CH:6][C:5]([C@H:8]([CH3:11])[CH2:9][N:16]2[C:12](=[O:22])[C:13]3[C:14](=[CH:18][CH:19]=[CH:20][CH:21]=3)[C:15]2=[O:17])=[CH:4][CH:3]=1. Reported procedure: To a solution of (S)-2-(4-fluorophenyl)propan-1-ol (824 mg, 5.35 mmol, 1.0 equiv), phthalimide (0.824 g, 5.6 mmol, 1.05 equiv), and triphenyl phosphine (2.11 g, 8.03 mmol, 1.5 equiv) in dry THF (18 mL) was added dropwise diethyl azadicarboxylate (DEAD) (3.65 mL, 15% in toluene, 8.03 mmol, 1.5 equiv). The reaction mixture was stirred over 72 h and then concentrated in vacuo. Purification by silica gel chromatography (15-25% EtOAc/Hexanes) provided the title compound (0.9 g, 59%) which was charact... Reactants: BrCc1ccccc1, CS(=O)(=O)c1ccc(-c2cc(=O)[nH]nc2-c2ccc(F)cc2)cc1, CN(C)C=O, [K+], [K+], O=C([O-])[O-]. Product: CS(=O)(=O)c1ccc(-c2cc(=O)n(Cc3ccccc3)nc2-c2ccc(F)cc2)cc1. RXN SMILES: [Br:31][CH2:32][c:33]1[cH:34][cH:35][cH:36][cH:37][cH:38]1.[CH3:1][S:2](=[O:3])(=[O:4])[c:5]1[cH:6][cH:7][c:8](-[c:11]2[cH:12][c:13](=[O:24])[nH:14][n:15][c:16]2-[c:17]2[cH:18][cH:19][c:20]([F:23])[cH:21][cH:22]2)[cH:9][cH:10]1.[CH3:39][N:40]([CH3:41])[CH:42]=[O:43].[K+:25].[K+:26].[O-:27][C:28]([O-:29])=[O:30]>>[CH3:1][S:2](=[O:3])(=[O:4])[c:5]1[cH:6][cH:7][c:8](-[c:11]2[cH:12][c:13](=[O:24])[n:14]([CH2:32][c:33]3[cH:34][cH:35][cH:36][cH:37][cH:38]3)[n:15][c:16]2-[c:17]2[cH:18][cH:19][c:20]([F:23])[cH:21][cH:22]2)[cH:9][cH:10]1. The reactants are CCOC(=O)c1ccc([N+](=O)[O-])cc1NC1CCOCC1, CCO, [Na+], [OH-]. The product is O=C(O)c1ccc([N+](=O)[O-])cc1NC1CCOCC1. As a reaction SMILES: [CH2:1]([CH3:2])[O:3][C:4]([c:5]1[c:6]([NH:14][CH:15]2[CH2:16][CH2:17][O:18][CH2:19][CH2:20]2)[cH:7][c:8]([N+:11](=[O:12])[O-:13])[cH:9][cH:10]1)=[O:21].[CH3:24][CH2:25][OH:26].[Na+:23].[OH-:22]>>[O:3]=[C:4]([c:5]1[c:6]([NH:14][CH:15]2[CH2:16][CH2:17][O:18][CH2:19][CH2:20]2)[cH:7][c:8]([N+:11](=[O:12])[O-:13])[cH:9][cH:10]1)[OH:21]. Reactants: CCCCCCCCCCBr, C=CCC(N)CC=C, CO. Reaction SMILES: [Br:9][CH2:10][CH2:11][CH2:12][CH2:13][CH2:14][CH2:15][CH2:16][CH2:17][CH2:18][CH3:19].[CH2:1]([CH:2]=[CH2:3])[CH:4]([CH2:5][CH:6]=[CH2:7])[NH2:8].[CH3:20][OH:21]>>[Br-:9].[CH2:1]([CH:2]=[CH2:3])[CH:4]([CH2:5][CH:6]=[CH2:7])[NH2+:8][CH2:10][CH2:11][CH2:12][CH2:13][CH2:14][CH2:15][CH2:16][CH2:17][CH2:18][CH3:19]. Yields the product [Br-], C=CCC(CC=C)[NH2+]CCCCCCCCCC. Reactants: CCOCC (Et2O), Cl (HCl), C(#N)C1=CC(=NC=C1)OC (4-Cyano-2-methoxypyridine). The reagents and catalysts are [Pd] (Pd/C). The solvent is CO (MeOH), CO (MeOH). Run at time 8 hour. Product: COC1=NC=CC(=C1)CN ((2-methoxypyridin-4-yl)methylamine). Reaction SMILES: [C:1]([C:3]1[CH:8]=[CH:7][N:6]=[C:5]([O:9][CH3:10])[CH:4]=1)#[N:2].Cl.CCOCC>CO.[Pd]>[CH3:10][O:9][C:5]1[CH:4]=[C:3]([CH2:1][NH2:2])[CH:8]=[CH:7][N:6]=1. Procedure: 4-Cyano-2-methoxypyridine (1.7 g) was dissolved in MeOH (50 ml) and conc. HCl (4.96 ml) was added. Pd/C (10%) was added and H2 was added and let stand overnight. The solids were filtered through Celite® and the cake was washed with MeOH (˜250 ml). Concentration in vacuo produced an oil which was dissolved in MeOH (˜20 ml). Et2O (200 ml) was added and stirred for 1 h. The resulting precipitate was filtered and washed with Et2O to afford (2-methoxypyridin-4-yl)methylamine (hydrochloride salt) as a... The reactants are CCOC(C)=O, O=C=NCc1cccc(F)c1, NNC(=O)c1ccc2c(c1)CCO2, c1ccncc1. Product: O=C(NCc1cccc(F)c1)NNC(=O)c1ccc2c(c1)CCO2. RXN SMILES: [CH3:31][CH2:32][O:33][C:34](=[O:35])[CH3:36].[F:14][c:15]1[cH:16][c:17]([CH2:18][N:19]=[C:20]=[O:21])[cH:22][cH:23][cH:24]1.[O:1]1[CH2:2][CH2:3][c:4]2[c:5]1[cH:6][cH:7][c:8]([C:10](=[O:11])[NH:12][NH2:13])[cH:9]2.[cH:25]1[cH:26][cH:27][n:28][cH:29][cH:30]1>>[O:1]1[CH2:2][CH2:3][c:4]2[c:5]1[cH:6][cH:7][c:8]([C:10](=[O:11])[NH:12][NH:13][C:20]([NH:19][CH2:18][c:17]1[cH:16][c:15]([F:14])[cH:24][cH:23][cH:22]1)=[O:21])[cH:9]2. Starting materials: C(C)(C)N(C(C)C)CC (N,N-diisopropylethylamine), C1(=CC=CC=C1)S (thiophenol), ice, N12C(C(CC2CC1=O)=O)C(=O)OCC1=CC=CC=C1 (benzyl 1-azabicyclo[3.2.0]heptan-3,7-dione-2-carboxylate), C(C)(C)N(C(C)C)CC (N,N-diisopropylethylamine), P(=O)(OC1=CC=CC=C1)(OC1=CC=CC=C1)Cl (diphenyl chlorophosphate). Solvent: C(C)(=O)OCC (ethyl acetate), C(C)#N (acetonitrile), C1=CC=CC=C1 (benzene). Conditions: time 90 minute. The product is C1(=CC=CC=C1)SC1=C(N2C(CC2C1)=O)C(=O)OCC1=CC=CC=C1 (benzyl 3-phenylthio-1-azabicyclo[3.2.0]hept-2-en-7-one-2-carboxylate). The yield is 96.8%. RXN SMILES: [N:1]12[C:7](=[O:8])[CH2:6][CH:5]1[CH2:4][C:3](=O)[CH:2]2[C:10]([O:12][CH2:13][C:14]1[CH:19]=[CH:18][CH:17]=[CH:16][CH:15]=1)=[O:11].C(N(CC)C(C)C)(C)C.P(Cl)(OC1C=CC=CC=1)(OC1C=CC=CC=1)=O.[C:46]1([SH:52])[CH:51]=[CH:50][CH:49]=[CH:48][CH:47]=1>C(#N)C.C(OCC)(=O)C.C1C=CC=CC=1>[C:46]1([S:52][C:3]2[CH2:4][CH:5]3[N:1]([C:7](=[O:8])[CH2:6]3)[C:2]=2[C:10]([O:12][CH2:13][C:14]2[CH:19]=[CH:18][CH:17]=[CH:16][CH:15]=2)=[O:11])[CH:51]=[CH:50][CH:49]=[CH:48][CH:47]=1. Procedure: An ice-cold solution of benzyl 1-azabicyclo[3.2.0]heptan-3,7-dione-2-carboxylate (13 mg, 0.05 mmol) in anhydrous acetonitrile is treated with N,N-diisopropylethylamine (10.4 μl, 0.06 mmol) and diphenyl chlorophosphate (10.9 μl, 0.053 mmol) and the resulting solution is stirred in the cold and under a nitrogen atmosphere for 90 mins. More N,N-diisopropylethylamine (8.7 μl, 0.05 mmol) and thiophenol (5.1 μl, 0.05 mmol) are added and the reaction mixture is stirred in the cold for 2 hours. The resu...